From a dataset of the Open Reaction Database (ORD), a public repository of structured organic reaction records. describe an organic reaction: reactants, conditions, products, and yield The reactants are C(C1=CC=CC=C1)OC1=CC=C(C=C1)CC(C)=O (1-(4-Benzyloxyphenyl)propan-2-one), OC(CN)C1=CC(=CC=C1)Cl (2-hydroxy-2-(3-chlorophenyl)ethanamine), C(C)OCC (diethyl ether), CCCCCC (hexane). Run in C1(=CC=CC=C1)C (toluene). Reaction SMILES: [CH2:1]([O:8][C:9]1[CH:14]=[CH:13][C:12]([CH2:15][C:16](=O)[CH3:17])=[CH:11][CH:10]=1)[C:2]1[CH:7]=[CH:6][CH:5]=[CH:4][CH:3]=1.[OH:19][CH:20]([C:23]1[CH:28]=[CH:27][CH:26]=[C:25]([Cl:29])[CH:24]=1)[CH2:21][NH2:22].C(OCC)C.CCCCCC>C1(C)C=CC=CC=1>[CH2:1]([O:8][C:9]1[CH:14]=[CH:13][C:12]([CH2:15][CH:16]([NH:22][CH2:21][CH:20]([OH:19])[C:23]2[CH:28]=[CH:27][CH:26]=[C:25]([Cl:29])[CH:24]=2)[CH3:17])=[CH:11][CH:10]=1)[C:2]1[CH:7]=[CH:6][CH:5]=[CH:4][CH:3]=1. Procedure: 1-(4-Benzyloxyphenyl)propan-2-one (2.28 g) was added to a solution of 2-hydroxy-2-(3-chlorophenyl)ethanamine (1.75 g) in dry toluene (100 ml) and the solution was boiled under reflux for 90 minutes in an apparatus incorporating a water-trap. The solution was cooled and the solvent removed under reduced pressure. The residue, dissolved in methanol (100 ml), was cooled to less than 10° C. and treated portionwise with sodium borohydride (3.0 g) over 30 minutes, with stirring. The mixture was stirre... The product is C(C1=CC=CC=C1)OC1=CC=C(C=C1)CC(C)NCC(C1=CC(=CC=C1)Cl)O (N-[2-(4-benzyloxyphenyl)-1-methylethyl]-2-hydroxy-2-(3-chlorophenyl)ethanamine).